This data is from the Open Reaction Database (ORD), a public repository of structured organic reaction records. The task is: describe an organic reaction: reactants, conditions, products, and yield The reactants are CNC(C1=C(C=NC=C1)C1=C(C=CC=C1)C)=O (N-methyl-3-o-tolyl-isonicotinamide), C[Si]([N-][Si](C)(C)C)(C)C.[K+] (potassium hexamethyldisilazide), O (water), FC(C=1C=C(CBr)C=C(C1)C(F)(F)F)(F)F (3,5-bis(trifluoromethyl)benzyl bromide). Run in O1CCCC1 (tetrahydrofuran), O1CCCC1 (tetrahydrofuran). Reaction conditions: time 30 minute. Yields the product FC(C=1C=C(CN(C(C2=C(C=NC=C2)C2=C(C=CC=C2)C)=O)C)C=C(C1)C(F)(F)F)(F)F (N-(3,5-Bis-trifluoromethyl-benzyl)-N-methyl-3-o-tolyl-isonicotinamide). The yield is 97.3%. As a reaction SMILES: [CH3:1][NH:2][C:3](=[O:17])[C:4]1[CH:9]=[CH:8][N:7]=[CH:6][C:5]=1[C:10]1[CH:15]=[CH:14][CH:13]=[CH:12][C:11]=1[CH3:16].C[Si](C)(C)[N-][Si](C)(C)C.[K+].[F:28][C:29]([F:43])([F:42])[C:30]1[CH:31]=[C:32]([CH:35]=[C:36]([C:38]([F:41])([F:40])[F:39])[CH:37]=1)[CH2:33]Br.O>O1CCCC1>[F:28][C:29]([F:43])([F:42])[C:30]1[CH:31]=[C:32]([CH:35]=[C:36]([C:38]([F:41])([F:40])[F:39])[CH:37]=1)[CH2:33][N:2]([CH3:1])[C:3](=[O:17])[C:4]1[CH:9]=[CH:8][N:7]=[CH:6][C:5]=1[C:10]1[CH:15]=[CH:14][CH:13]=[CH:12][C:11]=1[CH3:16] |f:1.2|. Procedure details: To a solution of 226 mg (1 mmol) N-methyl-3-o-tolyl-isonicotinamide in 10 ml tetrahydrofuran were added dropwise 1.3 ml (1.3 mmol) 1M potassium hexamethyldisilazide solution in tetrahydrofuran at room temperature. The white suspension was stirred for 30 min at room temperature and 0.18 ml (1 mmol) 3,5-bis(trifluoromethyl)benzyl bromide were added at the same temperature. The light brown suspension was stirred for 1 h and water was added. The aqueous layer was separated and washed with ethyl acet...